Dataset: the Open Reaction Database (ORD), a public repository of structured organic reaction records. Task: describe an organic reaction: reactants, conditions, products, and yield Reactants: CCc1[nH]c(C(=O)O)nc1C, CN(C)c1ccncc1, COC1CN(C(=O)OC(C)(C)C)CCC1N. The product is CCc1[nH]c(C(=O)NC2CCN(C(=O)OC(C)(C)C)CC2OC)nc1C. Reaction SMILES: [CH2:17]([CH3:18])[c:19]1[c:20]([CH3:27])[n:21][c:22]([C:24](=[O:25])[OH:26])[nH:23]1.[CH3:28][N:29]([c:30]1[cH:31][cH:32][n:33][cH:34][cH:35]1)[CH3:36].[NH2:1][CH:2]1[CH:3]([O:15][CH3:16])[CH2:4][N:5]([C:8](=[O:9])[O:10][C:11]([CH3:12])([CH3:13])[CH3:14])[CH2:6][CH2:7]1>>[NH:1]([CH:2]1[CH:3]([O:15][CH3:16])[CH2:4][N:5]([C:8](=[O:9])[O:10][C:11]([CH3:12])([CH3:13])[CH3:14])[CH2:6][CH2:7]1)[C:24]([c:22]1[n:21][c:20]([CH3:27])[c:19]([CH2:17][CH3:18])[nH:23]1)=[O:25].